Dataset: the Open Reaction Database (ORD), a public repository of structured organic reaction records. Task: describe an organic reaction: reactants, conditions, products, and yield Reactants: BrC1=C(C=C(C=C1)C1=NNC(=N1)C)C (3-(4-Bromo-3-methylphenyl)-5-methyl-1,2,4-triazole), [H-].[Na+] (sodium hydride), O (water), IC (iodomethane). Solvent: CN(C)C=O (DMF). Run at time 30 minute. Yields the product BrC1=C(C=C(C=C1)C1=NN=C(N1C)C)C (3-(4-Bromo-3-methylphenyl)-4,5-dimethyl-1,2,4-triazole). Isolated yield 76.7%. Reaction SMILES: [Br:1][C:2]1[CH:7]=[CH:6][C:5]([C:8]2[N:12]=[C:11]([CH3:13])[NH:10][N:9]=2)=[CH:4][C:3]=1[CH3:14].[H-].[Na+].I[CH3:18].O>CN(C=O)C>[Br:1][C:2]1[CH:7]=[CH:6][C:5]([C:8]2[N:12]([CH3:18])[C:11]([CH3:13])=[N:10][N:9]=2)=[CH:4][C:3]=1[CH3:14] |f:1.2|. Reported procedure: 3-(4-Bromo-3-methylphenyl)-5-methyl-1,2,4-triazole (D62, 0.60 g, 2.4 mmol) was stirred under Ar in dry DMF (6 ml) as sodium hydride (80% dispersion, 0.21 g, 7.2 mmol) was added. After stirring for 30 min, iodomethane (0.3 ml, 4.8 mmol) was added. This mixture was stirred for 1 h, and treated with water (30 ml), giving a beige precipitate. This was filtered off and dried, giving the title compound (0.49 g, 77%) as a beige solid. 1H NMR (250 MHz, d6DMSO) δ(ppm): 7.92 (s, 1H), 7.65 (m, 2H), 3.80 (s... Product: CS(=O)(=O)OC=1C=CC2=C(C(COC(O2)(C)C)(C)C)C1 (4,5-dihydro-2,2,5,5-tetramethyl-1,3-benzodioxepin-7-yl methanesulphonate). The reactants are CS(=O)(=O)OC1=CC(=C(C=C1)O)C(CO)(C)C (4-hydroxy-3-(2-hydroxy-1,1-dimethylethyl)phenyl methanesulphonate), COC(C)(C)OC (2,2-dimethoxypropane), C1(=CC=C(C=C1)S(=O)(=O)O)C (p-toluenesulphonic acid), COC(C)(C)OC (2,2-dimethoxypropane). Solvent: C1(=CC=CC=C1)C (toluene). Reported procedure: A mixture of 4-hydroxy-3-(2-hydroxy-1,1-dimethylethyl)phenyl methylsulphonate (10 parts) (from Example 1), 2,2-dimethoxypropane (17 parts) and p-toluenesulphonic acid (0.1 parts) was heated in toluene (90 parts) with distillation of low boiling fraction and slow addition of further 2,2-dimethoxypropane (17 parts) for 1 hour. The resulting solution was cooled, washed with aqueous sodium hydroxide solution and with water, dried over magnesium sulphate and the solvent evaporated off under reduced p... Reaction SMILES: [CH3:1][S:2]([O:5][C:6]1[CH:11]=[CH:10][C:9]([OH:12])=[C:8]([C:13]([CH3:17])([CH3:16])[CH2:14][OH:15])[CH:7]=1)(=[O:4])=[O:3].CO[C:20](OC)([CH3:22])[CH3:21].C1(C)C=CC(S(O)(=O)=O)=CC=1>C1(C)C=CC=CC=1>[CH3:1][S:2]([O:5][C:6]1[CH:11]=[CH:10][C:9]2[O:12][C:20]([CH3:22])([CH3:21])[O:15][CH2:14][C:13]([CH3:17])([CH3:16])[C:8]=2[CH:7]=1)(=[O:4])=[O:3].